This data is from the Open Reaction Database (ORD), a public repository of structured organic reaction records. The task is: describe an organic reaction: reactants, conditions, products, and yield The reactants are O=C(O)CSC1CCCC1, O=S(Cl)Cl. Product: O=C(Cl)CSC1CCCC1. Reaction SMILES: [CH:1]1([S:6][CH2:7][C:8](=[O:9])[OH:10])[CH2:2][CH2:3][CH2:4][CH2:5]1.[S:11]([Cl:12])([Cl:13])=[O:14]>>[CH:1]1([S:6][CH2:7][C:8](=[O:10])[Cl:13])[CH2:2][CH2:3][CH2:4][CH2:5]1. The reactants are CC(C)c1cc(C(=O)O)no1, O=C(Cl)C(=O)Cl, ClCCl, COc1ccc(C(C)=O)c(N)c1Cl, [Na+], O=C([O-])O, C1COCCO1, CN(C)C=O. The product is COc1ccc(C(C)=O)c(NC(=O)c2cc(C(C)C)on2)c1Cl. As a reaction SMILES: [CH:1]([CH3:2])([CH3:3])[c:4]1[cH:5][c:6]([C:9](=[O:10])[OH:11])[n:7][o:8]1.[Cl:12][C:13]([C:14]([Cl:15])=[O:16])=[O:17].[Cl:36][CH2:37][Cl:38].[NH2:18][c:19]1[c:20]([C:28]([CH3:29])=[O:30])[cH:21][cH:22][c:23]([O:26][CH3:27])[c:24]1[Cl:25].[Na+:35].[O-:31][C:32]([OH:33])=[O:34].[O:39]1[CH2:40][CH2:41][O:42][CH2:43][CH2:44]1.[O:45]=[CH:46][N:47]([CH3:48])[CH3:49]>>[CH:1]([CH3:2])([CH3:3])[c:4]1[cH:5][c:6]([C:9](=[O:11])[NH:18][c:19]2[c:20]([C:28]([CH3:29])=[O:30])[cH:21][cH:22][c:23]([O:26][CH3:27])[c:24]2[Cl:25])[n:7][o:8]1.